Dataset: the Open Reaction Database (ORD), a public repository of structured organic reaction records. Task: describe an organic reaction: reactants, conditions, products, and yield RXN SMILES: [CH3:1][O:2][c:3]1[cH:4][cH:5][c:6]([CH2:7][N:8]([CH2:9][c:10]2[cH:11][cH:12][c:13]([O:14][CH3:15])[cH:16][cH:17]2)[c:18]2[n:19][cH:20][c:21](-[c:22]3[c:23]4[c:27]([n:28][c:29]([N:30]5[CH2:31][CH2:32][O:33][CH2:34][CH2:35]5)[n:36]3)[NH:26][CH2:25][CH2:24]4)[cH:37][n:38]2)[cH:39][cH:40]1.[CH3:41][c:42]1[cH:43][cH:44][c:45](-[c:46]2[cH:47][n:48][cH:49][cH:50][cH:51]2)[cH:52][c:53]1[NH2:54].[CH3:55][c:56]1[c:57]([NH:68][C:69](=[O:70])[N:71]2[CH2:72][CH2:73][c:74]3[c:75]2[n:76][c:77]([N:105]2[CH2:106][CH2:107][O:108][CH2:109][CH2:110]2)[n:78][c:79]3-[c:80]2[cH:81][n:82][c:83]([N:86]([CH2:87][c:88]3[cH:89][cH:90][c:91]([O:92][CH3:93])[cH:94][cH:95]3)[CH2:96][c:97]3[cH:98][cH:99][c:100]([O:101][CH3:102])[cH:103][cH:104]3)[n:84][cH:85]2)[cH:58][c:59](-[c:62]2[cH:63][n:64][cH:65][cH:66][cH:67]2)[cH:60][cH:61]1>>[CH3:55][c:56]1[c:57]([NH:68][C:69](=[O:70])[N:71]2[CH2:72][CH2:73][c:74]3[c:75]2[n:76][c:77]([N:105]2[CH2:106][CH2:107][O:108][CH2:109][CH2:110]2)[n:78][c:79]3-[c:80]2[cH:81][n:82][c:83]([NH2:86])[n:84][cH:85]2)[cH:58][c:59](-[c:62]2[cH:63][n:64][cH:65][cH:66][cH:67]2)[cH:60][cH:61]1. Yields the product Cc1ccc(-c2cccnc2)cc1NC(=O)N1CCc2c(-c3cnc(N)nc3)nc(N3CCOCC3)nc21. Starting materials: COc1ccc(CN(Cc2ccc(OC)cc2)c2ncc(-c3nc(N4CCOCC4)nc4c3CCN4)cn2)cc1, Cc1ccc(-c2cccnc2)cc1N, COc1ccc(CN(Cc2ccc(OC)cc2)c2ncc(-c3nc(N4CCOCC4)nc4c3CCN4C(=O)Nc3cc(-c4cccnc4)ccc3C)cn2)cc1. Starting materials: FC1=CC=C(CN2N=NC=3C2=NC(=CC3)C3=CC=C(C=O)C=C3)C=C1 (4-(3-(4-Fluorobenzyl)-3H-[1,2,3]triazolo[4,5-b]pyridin-5-yl)benzaldehyde), [BH4-].[Na+] (sodium borohydride). Solvent: CO (methanol). Run at time 1 hour. Yields the product FC1=CC=C(CN2N=NC=3C2=NC(=CC3)C3=CC=C(C=C3)CO)C=C1 ((4-(3-(4-Fluorobenzyl)-3H-[1,2,3]triazolo[4,5-b]pyridin-5-yl)phenyl)methanol). The yield is 46.2%. Reaction SMILES: [F:1][C:2]1[CH:25]=[CH:24][C:5]([CH2:6][N:7]2[C:11]3=[N:12][C:13]([C:16]4[CH:23]=[CH:22][C:19]([CH:20]=[O:21])=[CH:18][CH:17]=4)=[CH:14][CH:15]=[C:10]3[N:9]=[N:8]2)=[CH:4][CH:3]=1.[BH4-].[Na+]>CO>[F:1][C:2]1[CH:25]=[CH:24][C:5]([CH2:6][N:7]2[C:11]3=[N:12][C:13]([C:16]4[CH:23]=[CH:22][C:19]([CH2:20][OH:21])=[CH:18][CH:17]=4)=[CH:14][CH:15]=[C:10]3[N:9]=[N:8]2)=[CH:4][CH:3]=1 |f:1.2|. Reported procedure: To a solution of example 10 (0.095 g, 0.259 mmol) in methanol (2 ml) cooled to 0° C., sodium borohydride (0.010 g, 0.259 mmol) was added and stirred for 1 h. The reaction was quenched by the addition of ice-cold water, extracted with ethyl acetate, washed with brine, dried over sodium sulphate and concentrated. The crude product was purified by column chromatography with methanol:dichloromethane to afford the title compound as an off-white solid (0.040 g, 46%). M.P.: 210-213° C. 1H-NMR (δ ppm, D... Starting materials: C(C)(=O)N1CCC(CC1)C(C1=C(C=CC(=C1)OC)O)=O (1-acetyl-4-(2-hydroxy-5-methoxybenzoyl)piperidine), Cl.NO (hydroxylamine hydrochloride), C(C)(=O)[O-].[NH4+] (ammonium acetate). Solvent: O (water), O (water). The product is C(C)(=O)N1CCC(CC1)C(C1=C(C=CC(=C1)OC)O)=NO (1-Acetyl-4-(2-hydroxy-5-methoxybenzoyl)piperidine oxime). Yield: 17.1%. As a reaction SMILES: [C:1]([N:4]1[CH2:9][CH2:8][CH:7]([C:10](=O)[C:11]2[CH:16]=[C:15]([O:17][CH3:18])[CH:14]=[CH:13][C:12]=2[OH:19])[CH2:6][CH2:5]1)(=[O:3])[CH3:2].Cl.[NH2:22][OH:23].C([O-])(=O)C.[NH4+]>O>[C:1]([N:4]1[CH2:9][CH2:8][CH:7]([C:10](=[N:22][OH:23])[C:11]2[CH:16]=[C:15]([O:17][CH3:18])[CH:14]=[CH:13][C:12]=2[OH:19])[CH2:6][CH2:5]1)(=[O:3])[CH3:2] |f:1.2,3.4|. Procedure details: A solution of 15.5 g of 1-acetyl-4-(2-hydroxy-5-methoxybenzoyl)piperidine, 7.0 g of hydroxylamine hydrochloride, 9.5 g of ammonium acetate and 75 ml of water was heated under reflux for 20 hrs. The solution was poured into water and extracted with dichloromethane. The dichloromethane extract was washed with water, dried over anhydrous magnesium sulfate and the solvent was removed in vacuo to give an oil. The oil was triturated with hot toluene. The toluene was decanted and the oil was triturated... The reactants are CC(=CBr)c1ccc(F)c(F)c1, CC1c2[nH]c3ccc(Cl)cc3c2CCN1C, [Cu]I, [K+], [K+], [K+], CN(C)C=O, O=C(O)C1CCCN1, O=P([O-])([O-])[O-]. Product: CC(=Cn1c2c(c3cc(Cl)ccc31)CCN(C)C2C)c1ccc(F)c(F)c1. As a reaction SMILES: [Br:33][CH:34]=[C:35]([CH3:36])[c:37]1[cH:38][c:39]([F:44])[c:40]([F:43])[cH:41][cH:42]1.[Cl:1][c:2]1[cH:3][c:4]2[c:5]3[c:6]([nH:7][c:8]2[cH:9][cH:10]1)[CH:11]([CH3:16])[N:12]([CH3:15])[CH2:13][CH2:14]3.[Cu:50][I:51].[K+:30].[K+:31].[K+:32].[O:45]=[CH:46][N:47]([CH3:48])[CH3:49].[OH:17][C:18]([CH:19]1[NH:20][CH2:21][CH2:22][CH2:23]1)=[O:24].[P:25]([O-:26])([O-:27])([O-:28])=[O:29]>>[Cl:1][c:2]1[cH:3][c:4]2[c:5]3[c:6]([n:7]([CH:34]=[C:35]([CH3:36])[c:37]4[cH:38][c:39]([F:44])[c:40]([F:43])[cH:41][cH:42]4)[c:8]2[cH:9][cH:10]1)[CH:11]([CH3:16])[N:12]([CH3:15])[CH2:13][CH2:14]3. Starting materials: C=CC(=O)OC, COC(=O)CS, COC(C)(C)C, C1CCNCC1, Cl, N#N, C=CC(=O)[O-]. The product is COC(=O)CCSCC(=O)OC. RXN SMILES: [C:15]([CH:16]=[CH2:17])(=[O:18])[O:19][CH3:20].[C:1]([CH2:2][SH:3])(=[O:4])[O:5][CH3:6].[C:27]([O:28][CH3:29])([CH3:30])([CH3:31])[CH3:32].[CH2:7]1[CH2:8][CH2:9][NH:10][CH2:11][CH2:12]1.[ClH:26].[N:13]#[N:14].[O-:21][C:22]([CH:23]=[CH2:24])=[O:25]>>[C:1]([CH2:2][S:3][CH2:17][CH2:16][C:15](=[O:18])[O:19][CH3:20])(=[O:4])[O:5][CH3:6]. The reactants are O=C([O-])O, CN1CCCC1=O, CCOC(C)=O, Clc1ncnc2cc[nH]c12, CCOC(=O)c1cccc(N)c1, [Na+], O. Yields the product CCOC(=O)c1cccc(Nc2ncnc3cc[nH]c23)c1. As a reaction SMILES: [C:30](=[O:31])([O-:32])[OH:33].[CH3:23][N:24]1[CH2:25][CH2:26][CH2:27][C:28]1=[O:29].[CH3:36][CH2:37][O:38][C:39](=[O:40])[CH3:41].[Cl:1][c:2]1[c:3]2[c:4]([n:5][cH:6][n:7]1)[cH:8][cH:9][nH:10]2.[NH2:11][c:12]1[cH:13][c:14]([C:15](=[O:16])[O:17][CH2:18][CH3:19])[cH:20][cH:21][cH:22]1.[Na+:34].[OH2:35]>>[c:2]1([NH:11][c:12]2[cH:13][c:14]([C:15](=[O:16])[O:17][CH2:18][CH3:19])[cH:20][cH:21][cH:22]2)[c:3]2[c:4]([n:5][cH:6][n:7]1)[cH:8][cH:9][nH:10]2. The reactants are [Li]CCCC (nBuLi), BrC=1C=CC(=C(C=O)C1)Cl (5-Bromo-2-chlorobenzaldehyde), BrC=1C=CC(=NC1)NC1=C(C=C(C=C1)F)F ((5-Bromo-pyridin-2-yl)-(2,4-difluoro-phenyl)-amine), solution. Solvent: C1CCOC1 (THF), C1CCOC1 (THF), CCCCCC (hexane). Reaction conditions: time 20 minute. Product: BrC=1C=CC(=C(C1)C(O)C=1C=NC(=CC1)NC1=C(C=C(C=C1)F)F)Cl ((5-Bromo-2-chloro-phenyl)-[6-(2,4-difluoro-phenylamino)-pyridin-3-yl]-methanol). As a reaction SMILES: Br[C:2]1[CH:3]=[CH:4][C:5]([NH:8][C:9]2[CH:14]=[CH:13][C:12]([F:15])=[CH:11][C:10]=2[F:16])=[N:6][CH:7]=1.[Li]CCCC.[Br:22][C:23]1[CH:24]=[CH:25][C:26]([Cl:31])=[C:27]([CH:30]=1)[CH:28]=[O:29]>C1COCC1.CCCCCC>[Br:22][C:23]1[CH:24]=[CH:25][C:26]([Cl:31])=[C:27]([CH:28]([C:2]2[CH:7]=[N:6][C:5]([NH:8][C:9]3[CH:14]=[CH:13][C:12]([F:15])=[CH:11][C:10]=3[F:16])=[CH:4][CH:3]=2)[OH:29])[CH:30]=1. Procedure: (5-Bromo-pyridin-2-yl)-(2,4-difluoro-phenyl)-amine (3 g; 10.5 mmol) is dissolved in THF (70 ml) and cooled to −78 C. nBuLi (14.5 ml of a 1.5M solution in hexane; 23 mmol) is added dropwise and the resulting yellow suspension stirred or 20 min. 5-Bromo-2-chlorobenzaldehyde in THF (6 ml) is added at −78 C. After 5 min at −78 C, the reaction mixture is warmed to −50 C, poured on water and extracted with TBME twice. The combined organic phases are dried over Na2SO4 and evaporated to dryness. Purific... Starting materials: C(C(C)(C)C)O (neopentyl alcohol), [Na] (sodium), [Na] (sodium). The solvent is reagent, C1(=CC=CC=C1)C (toluene), C1(=CC=CC=C1)C (toluene). The product is C(C(C)(C)C)OCC(C)(C)C (bis-neopentyl ether). As a reaction SMILES: [CH2:1]([OH:6])[C:2]([CH3:5])([CH3:4])[CH3:3].[Na]>C1(C)C=CC=CC=1>[CH2:1]([O:6][CH2:1][C:2]([CH3:5])([CH3:4])[CH3:3])[C:2]([CH3:5])([CH3:4])[CH3:3] |^1:6|. Procedure: Unfluorinated bis-neopentyl ether was synthesized by a method described by V. Gosh, J. Org. Chem. 37 No. 13, p.(1972). A brief summary of that process follows. 0.23 mole (20 g) of neopentyl alcohol (Aldrich Chemical Co., Milwaukee, WI) was dissolved in 150 ml of reagent grade toluene. A stoichiometric amount (5.3 g) of elemental sodium was added. The mixture was stirred and refluxed at a temperature slightly above the boiling point of toluene (109° C.) until all of the metallic sodium had been d... The product is Cn1cc(-c2nc(NC3CCCCC3N)c(Cl)c3c2C(=O)NC3)cn1. The reactants are CC(=O)O, Cn1cc(-c2nc(NC3CCCCC3NC(=O)OC(C)(C)C)c(Cl)c3c2C(=O)NC3)cn1, Cl. RXN SMILES: [C:34]([OH:35])(=[O:36])[CH3:37].[Cl:1][c:2]1[c:3]2[c:4]([c:5](-[c:23]3[cH:24][n:25][n:26]([CH3:28])[cH:27]3)[n:6][c:7]1[NH:8][CH:9]1[CH:10]([NH:15][C:16](=[O:17])[O:18][C:19]([CH3:20])([CH3:21])[CH3:22])[CH2:11][CH2:12][CH2:13][CH2:14]1)[C:29](=[O:32])[NH:30][CH2:31]2.[ClH:33]>>[Cl:1][c:2]1[c:3]2[c:4]([c:5](-[c:23]3[cH:24][n:25][n:26]([CH3:28])[cH:27]3)[n:6][c:7]1[NH:8][CH:9]1[CH:10]([NH2:15])[CH2:11][CH2:12][CH2:13][CH2:14]1)[C:29](=[O:32])[NH:30][CH2:31]2.